The task is: describe an organic reaction: reactants, conditions, products, and yield. This data is from the Open Reaction Database (ORD), a public repository of structured organic reaction records. Yields the product C(C)(C)(C)OC(=O)NC1CN(CCC1)C1=NC=C(N1CC#CC)C(=O)O (2-(3-tert-butoxycarbonylamino-piperidin-1-yl)-3-(but-2-ynyl)-3H-imidazole-4-carboxylic acid). Reported procedure: A solution of 4.40 g ethyl 2-(3-tert-butoxycarbonylamino-piperidin-1-yl)-3-(but-2-ynyl)-3H-imidazole-4-carboxylate in 28 ml 4 M potassium hydroxide solution and 20 ml of tetrahydrofuran is stirred for 14 h at 100° C. Then the solution is neutralized with 2 M hydrochloric acid and extracted with dichloromethane. The combined organic extracts are dried over sodium sulphate and evaporated to dryness. The reactants are C(C)(C)(C)OC(=O)NC1CN(CCC1)C1=NC=C(N1CC#CC)C(=O)OCC (ethyl 2-(3-tert-butoxycarbonylamino-piperidin-1-yl)-3-(but-2-ynyl)-3H-imidazole-4-carboxylate), Cl (hydrochloric acid). As a reaction SMILES: [C:1]([O:5][C:6]([NH:8][CH:9]1[CH2:14][CH2:13][CH2:12][N:11]([C:15]2[N:19]([CH2:20][C:21]#[C:22][CH3:23])[C:18]([C:24]([O:26]CC)=[O:25])=[CH:17][N:16]=2)[CH2:10]1)=[O:7])([CH3:4])([CH3:3])[CH3:2].Cl>[OH-].[K+].O1CCCC1>[C:1]([O:5][C:6]([NH:8][CH:9]1[CH2:14][CH2:13][CH2:12][N:11]([C:15]2[N:19]([CH2:20][C:21]#[C:22][CH3:23])[C:18]([C:24]([OH:26])=[O:25])=[CH:17][N:16]=2)[CH2:10]1)=[O:7])([CH3:4])([CH3:2])[CH3:3] |f:2.3|. Run in [OH-].[K+] (potassium hydroxide), O1CCCC1 (tetrahydrofuran). The reactants are COC=C(C(=O)OC)c1ccccc1CBr, CC1C[NH+]([O-])CCO1, ClC(Cl)(Cl)Cl, O. Product: COC=C(C(=O)OC)c1ccccc1C=O. RXN SMILES: [Br:1][CH2:2][c:3]1[c:4]([C:9]([C:10](=[O:11])[O:12][CH3:13])=[CH:14][O:15][CH3:16])[cH:5][cH:6][cH:7][cH:8]1.[CH3:18][CH:19]1[O:20][CH2:25][CH2:24][NH+:22]([O-:23])[CH2:21]1.[Cl:26][C:27]([Cl:28])([Cl:29])[Cl:30].[OH2:17]>>[CH:2]([c:3]1[c:4]([C:9]([C:10](=[O:11])[O:12][CH3:13])=[CH:14][O:15][CH3:16])[cH:5][cH:6][cH:7][cH:8]1)=[O:20]. Reactants: C(C)OC(CCC(C(C#N)C1=C(C=C(C=C1)Cl)Cl)=O)=O (ethyl-5-(2',4'-dichlorophenyl)-5-cyano-4-ketopentanoate), S(O)(O)(=O)=O (sulfuric acid), C(C)(C)OC(C)C (isopropyl ether). The solvent is C(C)(=O)O (acetic acid), O (water), O (water). Product: ClC1=C(C=CC(=C1)Cl)CC(CCC(=O)O)=O (5-(2',4'-dichlorophenyl)-4-ketopentanoic acid). Isolated yield 79.8%. Reaction SMILES: C([O:3][C:4](=[O:20])[CH2:5][CH2:6][C:7](=[O:19])[CH:8]([C:11]1[CH:16]=[CH:15][C:14]([Cl:17])=[CH:13][C:12]=1[Cl:18])C#N)C.S(=O)(=O)(O)O.C(OC(C)C)(C)C>O.C(O)(=O)C>[Cl:18][C:12]1[CH:13]=[C:14]([Cl:17])[CH:15]=[CH:16][C:11]=1[CH2:8][C:7](=[O:19])[CH2:6][CH2:5][C:4]([OH:20])=[O:3]. Reported procedure: A 1-liter 1-neck R.B. flask was charged with 156.61 g (0.50 Mol) of ethyl-5-(2',4'-dichlorophenyl)-5-cyano-4-ketopentanoate, 153 ml of concentrated sulfuric acid, 153 ml of water, and 440 ml of glacial acetic acid. The reaction mixture was stirred and refluxed for 24 hours. The reaction mixture was cooled to room temperature and 300 ml of water added followed by 200 ml of isopropyl ether. The mixture was refluxed for 1/2 hour, cooled in an ice bath, and filtered. The desired acid (104.13 g, 80% ... The reactants are C(C)(C)N(C(C)C)CC (N,N-diisopropyl ethylamine), CC1(OC1)C (2,2-dimethyloxirane), NC12CCC(CC1)(CC2)CNC2=NC(=CC(=N2)N2C(=NC1=C2C=CC=C1)C(F)F)N1CCOCC1 (N-[(4-Aminobicyclo[2.2.2]oct-1-yl)methyl]-4-[2-(difluoromethyl)-1H-benzimidazol-1-yl]-6-(morpholin-4-yl)pyrimidin-2-amine). The solvent is C(C)O (ethanol). Run at temperature 140 celsius, time 1 hour. The product is FC(C1=NC2=C(N1C1=NC(=NC(=C1)N1CCOCC1)NCC13CCC(CC1)(CC3)NCC(C)(O)C)C=CC=C2)F (1-({4-[({4-[2-(difluoromethyl)-1H-benzimidazol-1-yl]-6-(morpholin-4-yl)pyrimidin-2-yl}amino)methyl]bicyclo[2.2.2]oct-1-yl}amino)-2-methylpropan-2-ol). Reaction SMILES: [NH2:1][C:2]12[CH2:9][CH2:8][C:5]([CH2:10][NH:11][C:12]3[N:17]=[C:16]([N:18]4[C:22]5[CH:23]=[CH:24][CH:25]=[CH:26][C:21]=5[N:20]=[C:19]4[CH:27]([F:29])[F:28])[CH:15]=[C:14]([N:30]4[CH2:35][CH2:34][O:33][CH2:32][CH2:31]4)[N:13]=3)([CH2:6][CH2:7]1)[CH2:4][CH2:3]2.C(N(CC)C(C)C)(C)C.[CH3:45][C:46]1([CH3:49])[CH2:48][O:47]1>C(O)C>[F:29][CH:27]([F:28])[C:19]1[N:18]([C:16]2[CH:15]=[C:14]([N:30]3[CH2:35][CH2:34][O:33][CH2:32][CH2:31]3)[N:13]=[C:12]([NH:11][CH2:10][C:5]34[CH2:6][CH2:7][C:2]([NH:1][CH2:45][C:46]([CH3:49])([OH:47])[CH3:48])([CH2:9][CH2:8]3)[CH2:3][CH2:4]4)[N:17]=2)[C:22]2[CH:23]=[CH:24][CH:25]=[CH:26][C:21]=2[N:20]=1. Procedure: N-[(4-Aminobicyclo[2.2.2]oct-1-yl)methyl]-4-[2-(difluoromethyl)-1H-benzimidazol-1-yl]-6-(morpholin-4-yl)pyrimidin-2-amine (150 mg) was dissolved in ethanol (3 mL), and N,N-diisopropyl ethylamine (81 μL) and 2,2-dimethyloxirane (36 μL) were added thereto, followed by stirring at 120° C. for 1 hour and at 140° C. for 1 hour using a microwave reactor. The reaction solution was concentrated and the residue was purified by amino silica gel column chromatography (hexane:ethyl acetate=20:80, and subseq... Starting materials: CCCN(CCC)C(=O)c1cc(I)cc(C(=O)OC)c1, CC[Sn](CC)(CC)c1ncco1, CN(C)C=O, [Pd], c1ccc(P(c2ccccc2)c2ccccc2)cc1, c1ccc(P(c2ccccc2)c2ccccc2)cc1, c1ccc(P(c2ccccc2)c2ccccc2)cc1, c1ccc(P(c2ccccc2)c2ccccc2)cc1. Yields the product CCCN(CCC)C(=O)c1cc(C(=O)OC)cc(-c2ncco2)c1. RXN SMILES: [CH2:13]([CH2:14][CH3:15])[N:16]([C:17](=[O:18])[c:19]1[cH:20][c:21]([C:22](=[O:23])[O:24][CH3:25])[cH:26][c:27]([I:29])[cH:28]1)[CH2:30][CH2:31][CH3:32].[CH2:1]([Sn:2]([CH2:3][CH3:9])([c:4]1[o:5][cH:6][cH:7][n:8]1)[CH2:10][CH3:11])[CH3:12].[CH3:33][N:34]([CH3:35])[CH:36]=[O:37].[Pd:114].[c:38]1([P:39]([c:40]2[cH:41][cH:42][cH:43][cH:44][cH:45]2)[c:46]2[cH:47][cH:48][cH:49][cH:50][cH:51]2)[cH:52][cH:53][cH:54][cH:55][cH:56]1.[c:57]1([P:58]([c:59]2[cH:60][cH:61][cH:62][cH:63][cH:64]2)[c:65]2[cH:66][cH:67][cH:68][cH:69][cH:70]2)[cH:71][cH:72][cH:73][cH:74][cH:75]1.[c:76]1([P:77]([c:78]2[cH:79][cH:80][cH:81][cH:82][cH:83]2)[c:84]2[cH:85][cH:86][cH:87][cH:88][cH:89]2)[cH:90][cH:91][cH:92][cH:93][cH:94]1.[c:95]1([P:96]([c:97]2[cH:98][cH:99][cH:100][cH:101][cH:102]2)[c:103]2[cH:104][cH:105][cH:106][cH:107][cH:108]2)[cH:109][cH:110][cH:111][cH:112][cH:113]1>>[c:4]1(-[c:27]2[cH:26][c:21]([C:22](=[O:23])[O:24][CH3:25])[cH:20][c:19]([C:17]([N:16]([CH2:13][CH2:14][CH3:15])[CH2:30][CH2:31][CH3:32])=[O:18])[cH:28]2)[o:5][cH:6][cH:7][n:8]1. Reactants: C(CCCCCCC)C=1C=CC(=NC1)C1=CC=C(C=C1)O (4-(5-Octyl-2-pyridyl)phenol), C(CCCCCC)(=O)O (heptanoic acid), C1(CCCCC1)N=C=NC1CCCCC1 (N,N'-dicyclohexylcarbodiimide). The reagents and catalysts are CN(C1=CC=NC=C1)C (4-(dimethylamino)pyridine). The solvent is ClCCl (dichloromethane). The product is C(CCCCCC)(=O)OC1=CC=C(C=C1)C1=NC=C(C=C1)CCCCCCCC (4-(5-octyl-2-pyridyl)phenyl heptanoate). Yield: 65.8%. Reaction SMILES: [CH2:1]([C:9]1[CH:10]=[CH:11][C:12]([C:15]2[CH:20]=[CH:19][C:18]([OH:21])=[CH:17][CH:16]=2)=[N:13][CH:14]=1)[CH2:2][CH2:3][CH2:4][CH2:5][CH2:6][CH2:7][CH3:8].[C:22](O)(=[O:29])[CH2:23][CH2:24][CH2:25][CH2:26][CH2:27][CH3:28].C1(N=C=NC2CCCCC2)CCCCC1>CN(C)C1C=CN=CC=1.ClCCl>[C:22]([O:21][C:18]1[CH:19]=[CH:20][C:15]([C:12]2[CH:11]=[CH:10][C:9]([CH2:1][CH2:2][CH2:3][CH2:4][CH2:5][CH2:6][CH2:7][CH3:8])=[CH:14][N:13]=2)=[CH:16][CH:17]=1)(=[O:29])[CH2:23][CH2:24][CH2:25][CH2:26][CH2:27][CH3:28]. Reported procedure: 4-(5-Octyl-2-pyridyl)phenol (0.5 g), 0.2 g of heptanoic acid and 0.04 g 4-(dimethylamino)pyridine were dissolved in 50 ml of dichloromethane and the solution was treated portion wise with 0.4 g of N,N'-dicyclohexylcarbodiimide within 10 minutes while stirring. The mixture was stirred at room temperature overnight and then filtered. The filtrate was diluted with dichloromethane, washed twice with 50 ml of saturated sodium carbonate solution each time and then with water, dried over magnesium sulp...